Task: describe an organic reaction: reactants, conditions, products, and yield. Dataset: the Open Reaction Database (ORD), a public repository of structured organic reaction records Starting materials: COc1ccc(CSC2CC(C(=O)NC3CCN(C(=O)OCc4ccc([N+](=O)[O-])cc4)C3)N(C(=O)OCc3ccc([N+](=O)[O-])cc3)C2)cc1, COc1ccccc1, O=C(O)C(F)(F)F, O=S(=O)(O)C(F)(F)F. Product: O=C(NC1CCN(C(=O)OCc2ccc([N+](=O)[O-])cc2)C1)C1CC(S)CN1C(=O)OCc1ccc([N+](=O)[O-])cc1. RXN SMILES: [CH3:16][O:17][c:18]1[cH:19][cH:20][c:21]([CH2:22][S:23][CH:24]2[CH2:25][CH:26]([C:42](=[O:43])[NH:44][CH:45]3[CH2:46][N:47]([C:50](=[O:51])[O:52][CH2:53][c:54]4[cH:55][cH:56][c:57]([N+:60](=[O:61])[O-:62])[cH:58][cH:59]4)[CH2:48][CH2:49]3)[N:27]([C:29](=[O:30])[O:31][CH2:32][c:33]3[cH:34][cH:35][c:36]([N+:39](=[O:40])[O-:41])[cH:37][cH:38]3)[CH2:28]2)[cH:63][cH:64]1.[CH3:65][O:66][c:67]1[cH:68][cH:69][cH:70][cH:71][cH:72]1.[OH:1][C:2]([C:3]([F:4])([F:5])[F:6])=[O:7].[OH:8][S:9]([C:10]([F:11])([F:12])[F:13])(=[O:14])=[O:15]>>[SH:23][CH:24]1[CH2:25][CH:26]([C:42](=[O:43])[NH:44][CH:45]2[CH2:46][N:47]([C:50](=[O:51])[O:52][CH2:53][c:54]3[cH:55][cH:56][c:57]([N+:60](=[O:61])[O-:62])[cH:58][cH:59]3)[CH2:48][CH2:49]2)[N:27]([C:29](=[O:30])[O:31][CH2:32][c:33]2[cH:34][cH:35][c:36]([N+:39](=[O:40])[O-:41])[cH:37][cH:38]2)[CH2:28]1. Reactants: BrCCC(CCC(=O)C1=CC=CC=C1)CCCC (4-(2-bromoethyl)octanophenone), ice water, CC[O-].[Na+] (Sodium ethylate), C(CC(=O)O)(=O)O.C(C)C(C(=O)N)CC (Diethyl acetamide malonate), CC[O-].[Na+] (sodium ethylate). The solvent is CN(C=O)C (N,N-dimethylformamide), C(C)O (ethanol). Conditions: temperature 60 celsius, time 1 hour. Product: C(C)C(C(=O)N)CC.C(CC(=O)[O-])(=O)OCCC1=CC=C(C=C1)C(CCCCCCC)=O (diethyl acetamide 2-(4-octanoyl phenyl)ethyl malonate). RXN SMILES: BrCC[CH:4]([CH2:15][CH2:16][CH2:17][CH3:18])[CH2:5][CH2:6][C:7]([C:9]1[CH:14]=[CH:13][CH:12]=[CH:11][CH:10]=1)=[O:8].[CH3:19][CH2:20][O-].[Na+].[C:23]([OH:29])(=[O:28])[CH2:24][C:25]([OH:27])=[O:26].[CH2:30]([CH:32]([CH2:36][CH3:37])[C:33]([NH2:35])=[O:34])[CH3:31]>C(O)C.CN(C)C=O>[CH2:30]([CH:32]([CH2:36][CH3:37])[C:33]([NH2:35])=[O:34])[CH3:31].[C:23]([O:29][CH2:19][CH2:20][C:12]1[CH:11]=[CH:10][C:9]([C:7](=[O:8])[CH2:6][CH2:5][CH2:4][CH2:15][CH2:16][CH2:17][CH3:18])=[CH:14][CH:13]=1)(=[O:28])[CH2:24][C:25]([O-:27])=[O:26] |f:1.2,3.4,7.8|. Procedure details: The fraction which contains 4-(2-bromoethyl)octanophenone prepared in the step N (500 mg) was dissolved in anhydrous ethanol (2 ml) to obtain a solution. Sodium ethylate (164 mg) was added to the solution. The mixture was stirred under atmosphere of nitrogen at 60° C. for 1 hour. The suspension was dissolved in N,N-dimethylformamide (10 ml) to obtain a solution. Diethyl acetamide malonate (1050 mg) and sodium ethylate (245 mg) were added to the solution, and the solution was stirred under atmosp... The reactants are NCC=1C=C(C=CC1)C1=CC=C2C(=N1)N(C(N2CC(C)(C)C)=O)C (5-[3-(aminomethyl)phenyl]-1-(2,2-dimethylpropyl)-3-methyl-1,3-dihydro-2H-imidazo[4,5-b]pyridin-2-one), ClC(=O)OCC(C)C (Isobutyl chloroformate), C(C)(C)N(CC)C(C)C (diisopropyl ethyl amine). Solvent: C1CCOC1 (THF), CO (methanol). Reaction conditions: time 2 hour. Yields the product CC(CN1C(N(C2=NC(=CC=C21)C=2C=C(CNC(OCC(C)C)=O)C=CC2)C)=O)(C)C (2-methylpropyl {3-[1-(2,2-dimethylpropyl)-3-methyl-2-oxo-2,3-dihydro-1H-imidazo[4,5-b]pyridin-5-yl]benzyl}carbamate). RXN SMILES: [NH2:1][CH2:2][C:3]1[CH:4]=[C:5]([C:9]2[N:14]=[C:13]3[N:15]([CH3:24])[C:16](=[O:23])[N:17]([CH2:18][C:19]([CH3:22])([CH3:21])[CH3:20])[C:12]3=[CH:11][CH:10]=2)[CH:6]=[CH:7][CH:8]=1.Cl[C:26]([O:28][CH2:29][CH:30]([CH3:32])[CH3:31])=[O:27].C(N(C(C)C)CC)(C)C>C1COCC1.CO>[CH3:22][C:19]([CH3:21])([CH3:20])[CH2:18][N:17]1[C:12]2[C:13](=[N:14][C:9]([C:5]3[CH:4]=[C:3]([CH:8]=[CH:7][CH:6]=3)[CH2:2][NH:1][C:26](=[O:27])[O:28][CH2:29][CH:30]([CH3:32])[CH3:31])=[CH:10][CH:11]=2)[N:15]([CH3:24])[C:16]1=[O:23]. Procedure: To a microwave vial, 5-[3-(aminomethyl)phenyl]-1-(2,2-dimethylpropyl)-3-methyl-1,3-dihydro-2H-imidazo[4,5-b]pyridin-2-one (23-1) (15 mg, 0.05 mmol) was added under nitrogen and dissolved in THF (0.25 ml). Isobutyl chloroformate (4.4 mg, 0.055 mmol) was added followed by diisopropyl ethyl amine 9 mg, 0.07 mmol). The reaction was allowed to stir for 2 hours at room temperature. The reaction was diluted with methanol, and passed through a syringe filter. The solution was purified using reverse phas... The product is CC1=CSC=2\C(\C=3N(C21)C=CC3)=N/OCCBr ((Z)-3-Methyl-8-[(2-bromo-ethoxy)imino]thieno[2,3-d]pyrrolo[1,2-a]pyrrole). As a reaction SMILES: Br.[O:2]([CH2:4][CH2:5][Br:6])[NH2:3].C(O)(=O)C.N1C=CC=CC=1.[CH3:17][CH:18]1[C:25]2[N:24]3[CH:26]=[CH:27][CH:28]=[C:23]3[CH2:22][C:21]=2[S:20][C:19]1=O>C(O)C>[CH3:17][C:18]1[C:25]2[N:24]3[CH:26]=[CH:27][CH:28]=[C:23]3/[C:22](=[N:3]/[O:2][CH2:4][CH2:5][Br:6])/[C:21]=2[S:20][CH:19]=1 |f:0.1|. Reactants: Br.O(N)CCBr (2-aminoxy-1-bromoethane hydrobromide), C(C)(=O)O (acetic acid), N1=CC=CC=C1 (pyridine), CC1C(SC=2CC=3N(C21)C=CC3)=O (3-methyl-8H-thieno[2,3-d]pyrrolo[1,2-a]pyrrol-2-one). Run in C(C)O (ethanol). Procedure details: Add 5 g of 2-aminoxy-1-bromoethane hydrobromide, 1.5 mol of glacial acetic acid and 1.6 ml of pyridine in succession to a suspension of 1.43 g of 3-methyl-8H-thieno[2,3-d]pyrrolo[1,2-a]pyrrol-2-one (Preparation 29) in 70 ml of ethanol. The reaction mixture is heated at reflux for 3 hours, then the ethanol is removed under reduced pressure and the residue is extracted with 100 ml of diethyl ether. After washing with water, drying, concentrating to dryness and working up again in a diethyl ether/p... Yield: 23.0%.